Dataset: the Open Reaction Database (ORD), a public repository of structured organic reaction records. Task: describe an organic reaction: reactants, conditions, products, and yield Reactants: O[C@@H]1[C@]2(C)[C@@H](CC1)[C@@H]1[C@@H](CC3=CC(CC[C@@H]3[C@H]1CC2)=O)C (17β-hydroxy-7α-methylestr-4-en-3-one), nutrient solution, OP(=O)([O-])[O-].[K+].[K+] (K2HPO4), OP(=O)(O)[O-].[K+] (KH2PO4), silicone oil, O=C[C@H](O)[C@@H](O)[C@H](O)[C@H](O)CO (glucose), NaNO3, [Cl-].[K+] (KCl). The solvent is CN(C)C=O (DMF). Run at temperature 28 celsius, time 30 minute. Product: O[C@H]1[C@@H]2[C@H]3CCC(C=C3C[C@H]([C@H]2[C@@H]2CC[C@@H]([C@@]2(C)C1)O)C)=O (11α, 17β-dihydroxy-7α-methylestr-4-en-3-one). The yield is 73.0%. Reaction SMILES: [O:1]=C[C@@H]([C@H]([C@@H]([C@@H](CO)O)O)O)O.OP([O-])(O)=O.[K+].OP([O-])([O-])=O.[K+].[K+].[Cl-].[K+].[OH:28][C@H:29]1[CH2:34][CH2:33][C@H:32]2[C@H:35]3[C@H:44]([CH2:45][CH2:46][C@:30]12[CH3:31])[C@@H:43]1[C:38](=[CH:39][C:40](=[O:47])[CH2:41][CH2:42]1)[CH2:37][C@H:36]3[CH3:48]>CN(C=O)C>[OH:1][C@@H:45]1[CH2:46][C@@:30]2([CH3:31])[C@@H:32]([CH2:33][CH2:34][C@@H:29]2[OH:28])[C@H:35]2[C@H:44]1[C@@H:43]1[C:38]([CH2:37][C@H:36]2[CH3:48])=[CH:39][C:40](=[O:47])[CH2:41][CH2:42]1 |f:1.2,3.4.5,6.7|. Procedure details: A 2 l Erlenmeyer flask that contained 1000 ml of a nutrient solution, sterilized for 30 minutes at 121° C. in an autoclave and consisting of 3% by weight of glucose, 1% by weight of corn steep liquor, 0.2% by weight of NaNO3, 0.1% by weight of KH2PO4, 0.2% by weight of K2HPO4, 0.05% by weight of KCl, 0.05% by weight of MgSO47H2O, and 0.002% by weight of FeSO47H2O (pH 6,0), was inoculated with a slant rod culture of the strain Glomerella cingulata (IFO 6425) and shaken for 72 hours at 28° C. in a...